From a dataset of the Open Reaction Database (ORD), a public repository of structured organic reaction records. describe an organic reaction: reactants, conditions, products, and yield Starting materials: CC#N, CNC(=O)CCl, C1CN2CCN1CC2. The product is [Cl-], CNC(=O)C[N+]12CCN(CC1)CC2. Reaction SMILES: [CH3:15][C:16]#[N:17].[Cl:9][CH2:10][C:11](=[O:12])[NH:13][CH3:14].[N:1]12[CH2:2][CH2:3][N:4]([CH2:5][CH2:6]1)[CH2:7][CH2:8]2>>[Cl-:9].[N+:1]12([CH2:10][C:11](=[O:12])[NH:13][CH3:14])[CH2:2][CH2:3][N:4]([CH2:5][CH2:6]1)[CH2:7][CH2:8]2.